This data is from the Open Reaction Database (ORD), a public repository of structured organic reaction records. The task is: describe an organic reaction: reactants, conditions, products, and yield Starting materials: [Li]CCCC, CC(=O)O, CCCCCC, CC(C)NC(C)C, CCC1C(O)CC(=O)N1c1ccc(C#N)c(Cl)c1, CI, C1CCOC1, O. The product is CCC1C(O)C(C)C(=O)N1c1ccc(C#N)c(Cl)c1. RXN SMILES: [CH2:14]([Li:15])[CH2:16][CH2:17][CH3:18].[CH3:45][C:46](=[O:47])[OH:48].[CH3:8][CH2:9][CH2:10][CH2:11][CH2:12][CH3:13].[CH:1]([NH:2][CH:3]([CH3:4])[CH3:5])([CH3:6])[CH3:7].[Cl:19][c:20]1[c:21]([C:22]#[N:23])[cH:24][cH:25][c:26]([N:28]2[CH:29]([CH2:35][CH3:36])[CH:30]([OH:34])[CH2:31][C:32]2=[O:33])[cH:27]1.[I:37][CH3:38].[O:39]1[CH2:40][CH2:41][CH2:42][CH2:43]1.[OH2:44]>>[CH3:1][CH:31]1[CH:30]([OH:34])[CH:29]([CH2:35][CH3:36])[N:28]([c:26]2[cH:25][cH:24][c:21]([C:22]#[N:23])[c:20]([Cl:19])[cH:27]2)[C:32]1=[O:33]. Run in oil, CN(C=O)C (dimethylformamide). Reaction SMILES: F[C:2]1[CH:7]=[CH:6][C:5]([C:8]([N:10]2[C:16]3[CH:17]=[CH:18][CH:19]=[CH:20][C:15]=3[CH2:14][N:13]3[CH:21]=[CH:22][CH:23]=[C:12]3[CH2:11]2)=[O:9])=[C:4]([C:24]([F:27])([F:26])[F:25])[CH:3]=1.[H-].[Na+].[NH:30]1[CH:34]=[N:33][CH:32]=[N:31]1>CN(C)C=O>[CH:23]1[CH:22]=[CH:21][N:13]2[CH2:14][C:15]3[CH:20]=[CH:19][CH:18]=[CH:17][C:16]=3[N:10]([C:8]([C:5]3[CH:6]=[CH:7][C:2]([N:30]4[CH:34]=[N:33][CH:32]=[N:31]4)=[CH:3][C:4]=3[C:24]([F:27])([F:26])[F:25])=[O:9])[CH2:11][C:12]=12 |f:1.2|. The product is C=1C=CN2C1CN(C1=C(C2)C=CC=C1)C(=O)C1=C(C=C(C=C1)N1N=CN=C1)C(F)(F)F ((5H,11H-Pyrrolo[2,1-c][1,4]benzodiazepin-10-yl)-(4-[1,2,4]triazol-1-yl-2-trifluoromethylphenyl)-methanone). Isolated yield 31.8%. Starting materials: FC1=CC(=C(C=C1)C(=O)N1CC=2N(CC3=C1C=CC=C3)C=CC2)C(F)(F)F ((4-fluoro-2-trifluoromethyl-phenyl)-(5H,11H-pyrrolo[2,1-c][1,4]benzodiazepin-10-yl)-methanone), [H-].[Na+] (sodium hydride), N1N=CN=C1 (1,2,4-triazole). Procedure details: In the manner of Example 2, employing (4-fluoro-2-trifluoromethyl-phenyl)-(5H,11H-pyrrolo[2,1-c][1,4]benzodiazepin-10-yl)-methanone (1.0 g), 60% sodium hydride in oil (0.20 g), 1,2,4-triazole (0.20 g), and dimethylformamide (25 ml), the title compound (0.36 g) was obtained as a colorless amorphous solid, MS, m/z: 424.2 (M+H)+, 847.3 (2M+H)+. The reactants are FC=1C=C2CC(NC2=CC1)=O (5-Fluoro-1,3-dihydro-indol-2-one), CN(CCNC(=O)C1=C(NC(=C1C)C=O)C)C (5-formyl-2,4-dimethyl-1H-pyrrole-3-carboxylic acid (2-dimethylaminoethyl)amide). The product is CN(CCNC(=O)C1=C(NC(=C1C)C=C1C(NC2=CC=C(C=C12)F)=O)C)C (5-(5-Fluoro-2-oxo-1,2-dihydro-indol-3-ylidenemethyl)-2,4-dimethyl-1H-pyrrole-3-carboxylic acid (2-dimethylaminoethyl)-amide). As a reaction SMILES: [F:1][C:2]1[CH:3]=[C:4]2[C:8](=[CH:9][CH:10]=1)[NH:7][C:6](=[O:11])[CH2:5]2.[CH3:12][N:13]([CH3:28])[CH2:14][CH2:15][NH:16][C:17]([C:19]1[C:23]([CH3:24])=[C:22]([CH:25]=O)[NH:21][C:20]=1[CH3:27])=[O:18]>>[CH3:12][N:13]([CH3:28])[CH2:14][CH2:15][NH:16][C:17]([C:19]1[C:23]([CH3:24])=[C:22]([CH:25]=[C:5]2[C:4]3[C:8](=[CH:9][CH:10]=[C:2]([F:1])[CH:3]=3)[NH:7][C:6]2=[O:11])[NH:21][C:20]=1[CH3:27])=[O:18]. Reported procedure: 5-Fluoro-1,3-dihydro-indol-2-one was condensed with 5-formyl-2,4-dimethyl-1H-pyrrole-3-carboxylic acid (2-dimethylaminoethyl)amide to give the title compound. Starting materials: C([O-])([O-])=O.[Na+].[Na+] (sodium carbonate), C(=O)=O (carbon dioxide), CC1(OC2=C(C(=C(C(=C2CC1)C)O)C)C)CCCC(CCCC(CCCC(C)(C)Cl)(C)Cl)(C)Cl (2,5,7,8-tetramethyl-2-(4',8',12'-trichloro-4',8',12'-tri-methyl-tridecyl)-chroman-6-ol), CN(C)C1=NC=CC=C1 (dimethylaminopyridine), C(C)(=O)OC(C)=O (acetic anhydride). The solvent is O (water), C(C)N(CC)CC (triethylamine), CCCCCC (hexane). Reaction conditions: temperature 25 celsius. Product: C(C)(=O)OC=1C(=C2CCC(OC2=C(C1C)C)(CCCC(CCCC(CCCC(C)(C)Cl)(C)Cl)(C)Cl)C)C (2,5,7,8-tetramethyl-2-(4',8',12'-trichloro-4',8',12'-trimethyl-tridecyl)-chroman-6-ol acetate). Yield: 93.0%. As a reaction SMILES: [CH3:1][C:2]1([CH2:16][CH2:17][CH2:18][C:19]([Cl:34])([CH3:33])[CH2:20][CH2:21][CH2:22][C:23]([Cl:32])([CH3:31])[CH2:24][CH2:25][CH2:26][C:27]([Cl:30])([CH3:29])[CH3:28])[CH2:11][CH2:10][C:9]2[C:4](=[C:5]([CH3:15])[C:6]([CH3:14])=[C:7]([OH:13])[C:8]=2[CH3:12])[O:3]1.CN(C1C=CC=CN=1)C.[C:44](OC(=O)C)(=[O:46])[CH3:45].C(=O)([O-])[O-].[Na+].[Na+].C(=O)=O>CCCCCC.O.C(N(CC)CC)C>[C:44]([O:13][C:7]1[C:8]([CH3:12])=[C:9]2[C:4](=[C:5]([CH3:15])[C:6]=1[CH3:14])[O:3][C:2]([CH3:1])([CH2:16][CH2:17][CH2:18][C:19]([Cl:34])([CH3:33])[CH2:20][CH2:21][CH2:22][C:23]([Cl:32])([CH3:31])[CH2:24][CH2:25][CH2:26][C:27]([Cl:30])([CH3:28])[CH3:29])[CH2:11][CH2:10]2)(=[O:46])[CH3:45] |f:3.4.5|. Procedure: The product obtained in Example 3 (2.1 g), dimethylaminopyridine (150 mg) and triethylamine (10 cc) are introduced, under an argon atmosphere, into a three-neck flask and acetic anhydride (6 cc) is then added rapidly, with stirring, at a temperature of 25° C. After 1 hour's stirring, water (20 cc) is added and the reaction mixture is thereafter neutralised by gradual addition of sodium carbonate until the evolution of carbon dioxide gas ceases. The reaction mixture is extracted with ethyl acetat... Starting materials: C1(=CC=CC=C1)C=1C(=NC=CC1)C(=O)OC (methyl 3-phenylpyridine-2-carboxylate), [OH-].[K+] (potassium hydroxide), P(O)(O)(O)=O (phosphoric acid). Run in O (water), C(C)O (ethanol). Run at temperature 50 celsius, time 2 hour. Yields the product C1(=CC=CC=C1)C=1C(=NC=CC1)C(=O)O (3-phenylpyridine-2-carboxylic acid). Yield: 96.0%. RXN SMILES: [C:1]1([C:7]2[C:8]([C:13]([O:15]C)=[O:14])=[N:9][CH:10]=[CH:11][CH:12]=2)[CH:6]=[CH:5][CH:4]=[CH:3][CH:2]=1.[OH-].[K+].P(=O)(O)(O)O>C(O)C.O>[C:1]1([C:7]2[C:8]([C:13]([OH:15])=[O:14])=[N:9][CH:10]=[CH:11][CH:12]=2)[CH:2]=[CH:3][CH:4]=[CH:5][CH:6]=1 |f:1.2|. Procedure: To a solution of methyl 3-phenylpyridine-2-carboxylate (61.0 g, 286 mmol) in absolute ethanol was added potassium hydroxide (32.0 g, 572 mmol). After stirring at 50° C. for 2 h, the reaction mixture was cooled and adjusted to pH ˜7.5 with 1M phosphoric acid. The mixture was diluted with water (1 L) and extracted with EtOAc (2×600 ml). The organic portion was dried over magnesium sulfate, filtered, and concentrated in vacuo to yield 3-phenylpyridine-2-carboxylic acid as a solid (54.7 g). Reactants: [C-]#N, [C-]#N, CN(C)C=O, Cc1ccccc1, COC(=O)c1ccc(Br)cc1C, [Zn+2], c1ccc(P(c2ccccc2)(c2ccccc2)[Pd](P(c2ccccc2)(c2ccccc2)c2ccccc2)(P(c2ccccc2)(c2ccccc2)c2ccccc2)P(c2ccccc2)(c2ccccc2)c2ccccc2)cc1. Product: COC(=O)c1ccc(C#N)cc1C. As a reaction SMILES: [C-:25]#[N:26].[C-:28]#[N:29].[CH3:13][N:14]([CH3:15])[CH:16]=[O:17].[CH3:18][c:19]1[cH:20][cH:21][cH:22][cH:23][cH:24]1.[CH3:1][O:2][C:3]([c:4]1[c:5]([CH3:11])[cH:6][c:7]([Br:10])[cH:8][cH:9]1)=[O:12].[Zn+2:27].[cH:30]1[cH:31][cH:32][c:33]([P:34]([Pd:35]([P:36]([c:37]2[cH:38][cH:39][cH:40][cH:41][cH:42]2)([c:43]2[cH:44][cH:45][cH:46][cH:47][cH:48]2)[c:49]2[cH:50][cH:51][cH:52][cH:53][cH:54]2)([P:55]([c:56]2[cH:57][cH:58][cH:59][cH:60][cH:61]2)([c:62]2[cH:63][cH:64][cH:65][cH:66][cH:67]2)[c:68]2[cH:69][cH:70][cH:71][cH:72][cH:73]2)[P:74]([c:75]2[cH:76][cH:77][cH:78][cH:79][cH:80]2)([c:81]2[cH:82][cH:83][cH:84][cH:85][cH:86]2)[c:87]2[cH:88][cH:89][cH:90][cH:91][cH:92]2)([c:93]2[cH:94][cH:95][cH:96][cH:97][cH:98]2)[c:99]2[cH:100][cH:101][cH:102][cH:103][cH:104]2)[cH:105][cH:106]1>>[CH3:1][O:2][C:3]([c:4]1[c:5]([CH3:11])[cH:6][c:7]([C:13]#[N:14])[cH:8][cH:9]1)=[O:12]. Starting materials: S1C(=NC2=C1C=CC=C2)N(C(=O)C=2C=CC=C1CCN(CC21)C=2SC(=C(N2)C(=O)OC)CN2CCN(CC2)C2=CC=CC=C2)COCC[Si](C)(C)C (methyl 2-(8-(benzo[d]thiazol-2-yl((2-(trimethylsilyl)ethoxy)methyl)carbamoyl)-3,4-dihydroisoquinolin-2(1H)-yl)-5-((4-phenylpiperazin-1-yl)methyl)thiazole-4-carboxylate), CN1CCNCC1 (1-methylpiperazine), C=1C=CC(=CC1)N2CCNCC2 (phenylpiperazine), OC1=CC=C(C=O)C=C1 (4-hydroxybenzaldehyde). Product: CN1CCN(CC1)CC1=CC=C(C=C1)O (4-((4-methylpiperazin-1-yl)methyl)phenol). RXN SMILES: S1C2C=CC=CC=2N=C1N(COCC[Si](C)(C)C)C(C1C=CC=C2C=1CN(C1SC([CH2:32][N:33]3[CH2:38][CH2:37][N:36](C4C=CC=CC=4)[CH2:35][CH2:34]3)=C(C(OC)=O)N=1)CC2)=O.C1C=CC(N2CCNCC2)=CC=1.[OH:65][C:66]1[CH:73]=[CH:72][C:69]([CH:70]=O)=[CH:68][CH:67]=1.CN1CCNCC1>>[CH3:32][N:33]1[CH2:38][CH2:37][N:36]([CH2:70][C:69]2[CH:72]=[CH:73][C:66]([OH:65])=[CH:67][CH:68]=2)[CH2:35][CH2:34]1. Reported procedure: Compound 89A was prepared in a similar manner to the synthesis of compound 62A by substituting compound 45C and phenylpiperazine with 4-hydroxybenzaldehyde and 1-methylpiperazine, respectively: ESI (+)/MS: 207 (M+H)+. The reactants are O.NN (Hydrazine monohydrate), CN(C)\C=N\C(C1=CC(=C(C=C1)C)I)=O ((E)-N-((dimethylamino)methylene)-3-iodo-4-methylbenzamide). Run in C(C)(=O)O (acetic acid). Reaction conditions: temperature 90 celsius, time 2 hour. The product is IC=1C=C(C=CC1C)C1=NN=CN1 (3-(3-Iodo-4-methylphenyl)-4H-1,2,4-triazole). Isolated yield 90.5%. As a reaction SMILES: O.[NH2:2]N.C[N:5](/[CH:7]=[N:8]/[C:9](=O)[C:10]1[CH:15]=[CH:14][C:13]([CH3:16])=[C:12]([I:17])[CH:11]=1)C>C(O)(=O)C>[I:17][C:12]1[CH:11]=[C:10]([C:9]2[NH:8][CH:7]=[N:5][N:2]=2)[CH:15]=[CH:14][C:13]=1[CH3:16] |f:0.1|. Reported procedure: Hydrazine monohydrate (0.30 g, 6.0 mmol) was added to a stirred solution of (E)-N-((dimethylamino)methylene)-3-iodo-4-methylbenzamide (preparation 48b, 1.20 g, 3.8 mmol) in acetic acid (6 mL) and the mixture was stirred and heated to 90° C. After 2 hours, the mixture was concentrated in vacuo and water and 2N aqueous sodium hydroxide solution were added to the residue. The solid that formed was filtered, washed with water and dried in vacuo to give the title compound (0.98 g, 91%) as a solid. The reactants are COc1cc(OC)c2c(COc3cccc4[nH]c(C(=O)O)cc34)coc2c1, Cl, Cl, Cl, NC1CCN(CCN2CCC(O)CC2)CC1. Product: COc1cc(OC)c2c(COc3cccc4[nH]c(C(=O)NC5CCN(CCN6CCC(O)CC6)CC5)cc34)coc2c1. RXN SMILES: [CH3:1][O:2][c:3]1[cH:4][c:5]([O:26][CH3:27])[cH:6][c:7]2[c:8]1[c:9]([CH2:12][O:13][c:14]1[c:15]3[cH:16][c:17]([C:23](=[O:24])[OH:25])[nH:18][c:19]3[cH:20][cH:21][cH:22]1)[cH:10][o:11]2.[ClH:28].[ClH:29].[ClH:30].[NH2:31][CH:32]1[CH2:33][CH2:34][N:35]([CH2:38][CH2:39][N:40]2[CH2:41][CH2:42][CH:43]([OH:46])[CH2:44][CH2:45]2)[CH2:36][CH2:37]1>>[CH3:1][O:2][c:3]1[cH:4][c:5]([O:26][CH3:27])[cH:6][c:7]2[c:8]1[c:9]([CH2:12][O:13][c:14]1[c:15]3[cH:16][c:17]([C:23](=[O:24])[NH:31][CH:32]4[CH2:33][CH2:34][N:35]([CH2:38][CH2:39][N:40]5[CH2:41][CH2:42][CH:43]([OH:46])[CH2:44][CH2:45]5)[CH2:36][CH2:37]4)[nH:18][c:19]3[cH:20][cH:21][cH:22]1)[cH:10][o:11]2.